This data is from the Open Reaction Database (ORD), a public repository of structured organic reaction records. The task is: describe an organic reaction: reactants, conditions, products, and yield Reactants: Boc, NC(=N)N (guanidine), Cl (HCl). Run in O1CCOCC1 (dioxane). Product: Cl.NC(=[NH2+])N.NC(=[NH2+])N.NC(=[NH2+])N.NC(=[NH2+])N.NC(=[NH2+])N.NC(=[NH2+])N.NC(=[NH2+])N.NC(=[NH2+])N.NC(=[NH2+])N (nona-guanidinium HCl salt). Reaction SMILES: [NH2:1][C:2]([NH2:4])=[NH:3].[ClH:5]>O1CCOCC1>[ClH:5].[NH2:3][C:2]([NH2:4])=[NH2+:1].[NH2:3][C:2]([NH2:4])=[NH2+:1].[NH2:3][C:2]([NH2:4])=[NH2+:1].[NH2:3][C:2]([NH2:4])=[NH2+:1].[NH2:3][C:2]([NH2:4])=[NH2+:1].[NH2:3][C:2]([NH2:4])=[NH2+:1].[NH2:3][C:2]([NH2:4])=[NH2+:1].[NH2:3][C:2]([NH2:4])=[NH2+:1].[NH2:3][C:2]([NH2:4])=[NH2+:1] |f:3.4.5.6.7.8.9.10.11.12|. Reported procedure: The compound 46 was prepared using General Procedure F, using the Boc-protected dendrimer guanidine 45 (0.31 g, 78.6 mmol) in 2N HCl in dioxane (10 mL). The nona-guanidinium HCl salt (46) was obtained in 91% (0.18 g) yield as a colorless hygroscopic solid. 1H NMR (CD3OD): δ 8.62 (s, 1H, ArH), 8.54 (s, 2H, ArH), 3.65 (m, 42H, CH2O and CH2NHCO), 3.33 (m, 36H, CH2NHCO and CH2NH), 2.60 (m, 6H, CH2CO), 2.44 (m, 26H, CH2CO); 13C NMR (CD3OD): δ 174.62, 173.65, 168.00, 158.55, 136.12, 131.74, 130.20, 70...